From a dataset of the Open Reaction Database (ORD), a public repository of structured organic reaction records. describe an organic reaction: reactants, conditions, products, and yield Starting materials: CCOC(=O)C1CCC(C)(C)c2cc(C#Cc3ccc(CC(=O)OC(C)(C)C)cc3)c(C)cc21, C1COCCO1, O=CO, O. Yields the product CCOC(=O)C1CCC(C)(C)c2cc(C#Cc3ccc(CC(=O)O)cc3)c(C)cc21. As a reaction SMILES: [CH2:1]([CH3:2])[O:3][C:4](=[O:5])[CH:6]1[CH2:7][CH2:8][C:9]([CH3:33])([CH3:34])[c:10]2[cH:11][c:12]([C:17]#[C:18][c:19]3[cH:20][cH:21][c:22]([CH2:25][C:26](=[O:27])[O:28][C:29]([CH3:30])([CH3:31])[CH3:32])[cH:23][cH:24]3)[c:13]([CH3:16])[cH:14][c:15]21.[CH2:39]1[O:40][CH2:41][CH2:42][O:43][CH2:44]1.[CH:35]([OH:36])=[O:37].[OH2:38]>>[CH2:1]([CH3:2])[O:3][C:4](=[O:5])[CH:6]1[CH2:7][CH2:8][C:9]([CH3:33])([CH3:34])[c:10]2[cH:11][c:12]([C:17]#[C:18][c:19]3[cH:20][cH:21][c:22]([CH2:25][C:26](=[O:27])[OH:28])[cH:23][cH:24]3)[c:13]([CH3:16])[cH:14][c:15]21. The reactants are COC1=C(C=C(C=N1)CS(=O)(=O)CC(=O)[O-])[N+](=O)[O-] (2-((6-methoxy-5-nitropyridin-3-yl)methylsulfonyl)acetate), C([O-])([O-])=O.[Na+].[Na+] (sodium carbonate). The solvent is O (water), CO (methanol). Conditions: time 4 hour. Yields the product COC1=C(C=C(C=N1)CS(=O)(=O)CC(=O)O)[N+](=O)[O-] (2-((6-Methoxy-5-nitropyridin-3-yl)methylsulfonyl)acetic acid). Yield: 98.8%. Reaction SMILES: [CH3:1][O:2][C:3]1[N:8]=[CH:7][C:6]([CH2:9][S:10]([CH2:13][C:14]([O-:16])=[O:15])(=[O:12])=[O:11])=[CH:5][C:4]=1[N+:17]([O-:19])=[O:18].C(=O)([O-])[O-].[Na+].[Na+]>O.CO>[CH3:1][O:2][C:3]1[N:8]=[CH:7][C:6]([CH2:9][S:10]([CH2:13][C:14]([OH:16])=[O:15])(=[O:12])=[O:11])=[CH:5][C:4]=1[N+:17]([O-:19])=[O:18] |f:1.2.3|. Procedure: A solution of 2-((6-methoxy-5-nitropyridin-3-yl)methylsulfonyl)acetate (1.83 g, 6 mmol) and sodium carbonate (1.8 g, 15 mmol) in a mixture of water (10 mL) and methanol (10 mL) was stirred at room temperature for 4 hours. After evaporated to dryness, the residue was acidized by dropwise addition of 1N aq. HCl. White solid was precipitated gradually as pH was brought to 2 and filtrated to give the pure product (1.72 g, 98.7%). M.p. 183-186° C.; 1H-NMR (DMSO-d6): δ 4.06 (s, 3H, OCH3), 4.13 (s, 2H,... Reactants: C(#N)C(C)(CCCCCCCCCC)C (2-cyano-2-methyldodecane), NCCO (2-aminoethanol). The reagents and catalysts are O.O.C(C)(=O)[O-].[Cd+2].C(C)(=O)[O-] (cadmium acetate dihydrate). The solvent is C(CCC)O (1-butanol). The product is CC(C)(CCCCCCCC)C=1OCCN1 (2-(2-methyl-2-decyl)-2-oxazoline). RXN SMILES: [C:1]([C:3]([CH3:15])([CH2:5][CH2:6][CH2:7][CH2:8][CH2:9][CH2:10][CH2:11][CH2:12]CC)[CH3:4])#[N:2].N[CH2:17][CH2:18][OH:19]>C(O)CCC.O.O.C([O-])(=O)C.[Cd+2].C([O-])(=O)C>[CH3:15][C:3]([C:1]1[O:19][CH2:18][CH2:17][N:2]=1)([CH2:5][CH2:6][CH2:7][CH2:8][CH2:9][CH2:10][CH2:11][CH3:12])[CH3:4] |f:3.4.5.6.7|. Reported procedure: 100 mmoles of 2-cyano-2-methyldodecane is reacted with 120 mmoles of 2-aminoethanol in 50 ml of 1-butanol in presence of 2.5 mmoles of cadmium acetate dihydrate as outlined under Example 1 to give 2-(2-methyl-2-decyl)-2-oxazoline. Product: ClC1=NC=C(C=C1CNCC)C ((2-Chloro-5-methyl-pyridin-3-ylmethyl)-ethyl-amine). Procedure: 2-Chloro-5-methyl-pyridine-3-carbaldehyde (0.22 g, 1.41 mmol), ethylamine (2M in THF; 1.06 mL, 2.12 mmol), and sodium cyanoborohydride (0.133 g, 2.12 mmol) were combined in MeOH (2.52 mL). Acetic acid (0.12 mL, 2.12 mmol) was added, and the reaction was stirred at room temperature for 1 hour. The mixture was concentrated, and the residue was dissolved in CH2Cl2, washed with saturated aqueous NaHCO3, concentrated, and purified by silica gel chromatography (0-10% MeOH in CH2Cl2) to give the title ... Reactants: ClC1=NC=C(C=C1C=O)C (2-Chloro-5-methyl-pyridine-3-carbaldehyde), C(C)(=O)O (Acetic acid), C(C)N (ethylamine), C(#N)[BH3-].[Na+] (sodium cyanoborohydride). Run at time 1 hour. RXN SMILES: [Cl:1][C:2]1[C:7]([CH:8]=O)=[CH:6][C:5]([CH3:10])=[CH:4][N:3]=1.[CH2:11]([NH2:13])[CH3:12].C([BH3-])#N.[Na+].C(O)(=O)C>CO>[Cl:1][C:2]1[C:7]([CH2:8][NH:13][CH2:11][CH3:12])=[CH:6][C:5]([CH3:10])=[CH:4][N:3]=1 |f:2.3|. Solvent: CO (MeOH). Reactants: CCOCC, CCO, CCO, CC(NC(=O)c1ccc([N+](=O)[O-])cc1)C(=O)O. The product is CC(NC(=O)c1ccc(N)cc1)C(=O)O. As a reaction SMILES: [CH2:21]([O:22][CH2:23][CH3:24])[CH3:25].[CH2:26]([OH:27])[CH3:28].[CH3:18][CH2:19][OH:20].[N+:1]([O-:2])(=[O:3])[c:4]1[cH:5][cH:6][c:7]([C:8](=[O:9])[NH:10][CH:11]([CH3:12])[C:13](=[O:14])[OH:15])[cH:16][cH:17]1>>[NH2:1][c:4]1[cH:5][cH:6][c:7]([C:8](=[O:9])[NH:10][CH:11]([CH3:12])[C:13](=[O:14])[OH:15])[cH:16][cH:17]1. The reactants are CN1CCOCC1, COC(=O)CC(N)CC(=O)OC, CN(C)c1ccccn1, CC(C)COC(=O)Cl, Cl, NN=Cc1ccc(NC(=O)CCC(=O)O)cc1, CN(C)C=O. Yields the product COC(=O)CC(CC(=O)OC)NC(=O)CCC(=O)Nc1ccc(C=NN)cc1. As a reaction SMILES: [CH3:19][N:20]1[CH2:21][CH2:22][O:23][CH2:24][CH2:25]1.[CH3:34][O:35][C:36]([CH2:37][CH:38]([CH2:39][C:40](=[O:41])[O:42][CH3:43])[NH2:44])=[O:45].[CH3:46][N:47]([c:48]1[cH:49][cH:50][cH:51][cH:52][n:53]1)[CH3:54].[Cl:26][C:27]([O:28][CH2:29][CH:30]([CH3:31])[CH3:32])=[O:33].[ClH:1].[NH2:2][N:3]=[CH:4][c:5]1[cH:6][cH:7][c:8]([NH:11][C:12]([CH2:13][CH2:14][C:15](=[O:16])[OH:17])=[O:18])[cH:9][cH:10]1.[O:55]=[CH:56][N:57]([CH3:58])[CH3:59]>>[NH2:2][N:3]=[CH:4][c:5]1[cH:6][cH:7][c:8]([NH:11][C:12]([CH2:13][CH2:14][C:15](=[O:17])[NH:44][CH:38]([CH2:37][C:36]([O:35][CH3:34])=[O:45])[CH2:39][C:40](=[O:41])[O:42][CH3:43])=[O:18])[cH:9][cH:10]1.